This data is from the Open Reaction Database (ORD), a public repository of structured organic reaction records. The task is: describe an organic reaction: reactants, conditions, products, and yield Reactants: C1CCOC1, CO, COC(=O)c1ccc(C(C)NC(=O)c2cccc3ccn(Cc4cccc(C(F)(F)F)c4)c23)cc1, [Na+], [OH-]. Product: CC(NC(=O)c1cccc2ccn(Cc3cccc(C(F)(F)F)c3)c12)c1ccc(C(=O)O)cc1. As a reaction SMILES: [CH2:38]1[O:39][CH2:40][CH2:41][CH2:42]1.[CH3:43][OH:44].[F:1][C:2]([c:3]1[cH:4][c:5]([CH2:6][n:7]2[cH:8][cH:9][c:10]3[cH:11][cH:12][cH:13][c:14]([C:16](=[O:17])[NH:18][CH:19]([CH3:20])[c:21]4[cH:22][cH:23][c:24]([C:25](=[O:26])[O:27][CH3:28])[cH:29][cH:30]4)[c:15]23)[cH:31][cH:32][cH:33]1)([F:34])[F:35].[Na+:37].[OH-:36]>>[F:1][C:2]([c:3]1[cH:4][c:5]([CH2:6][n:7]2[cH:8][cH:9][c:10]3[cH:11][cH:12][cH:13][c:14]([C:16](=[O:17])[NH:18][CH:19]([CH3:20])[c:21]4[cH:22][cH:23][c:24]([C:25](=[O:26])[OH:27])[cH:29][cH:30]4)[c:15]23)[cH:31][cH:32][cH:33]1)([F:34])[F:35]. Product: CC(C)CNC1CCCC1. The reactants are [BH4-], CC(C)CN, CCO, [Na+], O=C1CCCC1. As a reaction SMILES: [BH4-:12].[CH2:7]([CH:8]([CH3:9])[CH3:10])[NH2:11].[CH3:14][CH2:15][OH:16].[Na+:13].[O:1]=[C:2]1[CH2:3][CH2:4][CH2:5][CH2:6]1>>[CH:2]1([NH:11][CH2:7][CH:8]([CH3:9])[CH3:10])[CH2:3][CH2:4][CH2:5][CH2:6]1. Starting materials: O=C[C@H](O)[C@@H](O)[C@H](O)[C@H](O)CO (D-glucose), O=C[C@@H](O)[C@@H](O)[C@H](O)CO (D-lyxose), sugar. Product: C([C@H](C([C@@H](CO)O)O)O)O (D-arabitol), O=C[C@H](O)[C@@H](O)[C@H](O)[C@H](O)CO (D-glucose). RXN SMILES: [O:1]=[CH:2][C@H:3]([C@H:5]([C@@H:7]([CH2:9][OH:10])[OH:8])[OH:6])[OH:4].[O:11]=[CH:12][C@@H:13]([C@H:15]([C@@H:17]([C@@H:19]([CH2:21][OH:22])[OH:20])[OH:18])[OH:16])[OH:14]>>[CH2:9]([OH:10])[C@@H:7]([OH:8])[CH:5]([OH:6])[C@H:3]([OH:4])[CH2:2][OH:1].[O:11]=[CH:12][C@@H:13]([C@H:15]([C@@H:17]([C@@H:19]([CH2:21][OH:22])[OH:20])[OH:18])[OH:16])[OH:14]. Reported procedure: Production of D-lyxose, which is a rare sugar, from D-glucose was carried out. By using yeast Candida famata R28, D-arabitol was produced from D-glucose with a yield of 50%. This reaction was carried out by a fermentation method. The produced D-arabitol was converted into D-xylulose by an acetic acid bacterium Acetobacter aceti IFO 3281 with a yield of almost 100%. This could be isomerized to D-lyxose by using L-ribose isomerase. The product was purified and crystallized by ion exchange chromato... The reactants are CO, CC(C)CC(C)O, CC(C)N1CC(C)(C)C(=O)N(C)c2cnc(Cl)nc21, COc1cc(C(=O)NC2CCN(C)C2)ccc1N, O, Cc1ccc(S(=O)(=O)O)cc1. The product is COc1cc(C(=O)NC2CCN(C)C2)ccc1Nc1ncc2c(n1)N(C(C)C)CC(C)(C)C(=O)N2C. RXN SMILES: [CH3:50][OH:51].[CH3:52][CH:53]([CH3:54])[CH2:55][CH:56]([OH:57])[CH3:58].[Cl:1][c:2]1[n:3][cH:4][c:5]2[c:11]([n:12]1)[N:10]([CH:13]([CH3:14])[CH3:15])[CH2:9][C:8]([CH3:16])([CH3:17])[C:7](=[O:18])[N:6]2[CH3:19].[NH2:20][c:21]1[c:22]([O:36][CH3:37])[cH:23][c:24]([C:25](=[O:26])[NH:27][CH:28]2[CH2:29][N:30]([CH3:33])[CH2:31][CH2:32]2)[cH:34][cH:35]1.[OH2:38].[c:39]1([CH3:40])[cH:41][cH:42][c:43]([S:44]([OH:45])(=[O:46])=[O:47])[cH:48][cH:49]1>>[c:2]1([NH:20][c:21]2[c:22]([O:36][CH3:37])[cH:23][c:24]([C:25](=[O:26])[NH:27][CH:28]3[CH2:29][N:30]([CH3:33])[CH2:31][CH2:32]3)[cH:34][cH:35]2)[n:3][cH:4][c:5]2[c:11]([n:12]1)[N:10]([CH:13]([CH3:14])[CH3:15])[CH2:9][C:8]([CH3:16])([CH3:17])[C:7](=[O:18])[N:6]2[CH3:19]. Reactants: C(#N)CN(C([C@@H](N)CC1=CC=CC=C1)=O)C1=NC(=NC=C1)F (N-(Cyanomethyl)-N-(2-fluoropyrimidin-4-yl)-L-phenylalaninamide), ClC1=CC=C(C=C1)N1CCNCC1 (4(4-chlorophenyl)piperazine). Product: ClC1=CC=C(C=C1)N1CCN(CC1)C1=NC=CC(=N1)N(C([C@@H](N)CC1=CC=CC=C1)=O)CC#N (N-{2-[4-(4-Chlorophenyl)piperazin-1-yl]pyrimidin-4-yl}-N-(cyanomethyl)-L-phenylalaninamide). RXN SMILES: [C:1]([CH2:3][N:4]([C:16]1[CH:21]=[CH:20][N:19]=[C:18](F)[N:17]=1)[C:5](=[O:15])[C@H:6]([CH2:8][C:9]1[CH:14]=[CH:13][CH:12]=[CH:11][CH:10]=1)[NH2:7])#[N:2].[Cl:23][C:24]1[CH:29]=[CH:28][C:27]([N:30]2[CH2:35][CH2:34][NH:33][CH2:32][CH2:31]2)=[CH:26][CH:25]=1>>[Cl:23][C:24]1[CH:25]=[CH:26][C:27]([N:30]2[CH2:35][CH2:34][N:33]([C:18]3[N:17]=[C:16]([N:4]([CH2:3][C:1]#[N:2])[C:5](=[O:15])[C@H:6]([CH2:8][C:9]4[CH:14]=[CH:13][CH:12]=[CH:11][CH:10]=4)[NH2:7])[CH:21]=[CH:20][N:19]=3)[CH2:32][CH2:31]2)=[CH:28][CH:29]=1. Reported procedure: The title compound was prepared from the product of example 5 step (ii) (0.2 g) and 4(4-chlorophenyl)piperazine by the method of example 1 step (iv). Yield 0.18 g. Starting materials: C(CCC)OC1=C(C=CC(=C1)CO)C1=CC(=CC=C1)OC ((2-(Butyloxy)-3′-(methyloxy)-1,1′-biphenyl-4-yl)methanol), S(=O)(Cl)Cl (thionyl chloride). Solvent: C(Cl)Cl (DCM). Reaction conditions: time 8 hour. Product: C(CCC)OC1=C(C=CC(=C1)CCl)C1=CC(=CC=C1)OC (2-(Butyloxy)-4-(chloromethyl)-3′-(methyloxy)-1,1′-biphenyl). As a reaction SMILES: [CH2:1]([O:5][C:6]1[CH:11]=[C:10]([CH2:12]O)[CH:9]=[CH:8][C:7]=1[C:14]1[CH:19]=[CH:18][CH:17]=[C:16]([O:20][CH3:21])[CH:15]=1)[CH2:2][CH2:3][CH3:4].S(Cl)([Cl:24])=O>C(Cl)Cl>[CH2:1]([O:5][C:6]1[CH:11]=[C:10]([CH2:12][Cl:24])[CH:9]=[CH:8][C:7]=1[C:14]1[CH:19]=[CH:18][CH:17]=[C:16]([O:20][CH3:21])[CH:15]=1)[CH2:2][CH2:3][CH3:4]. Procedure: To a stirred solution of T13.2 (530 mg, 1851 μmol) in DCM (15 mL) at 23° C. was added thionyl chloride (270 μL, 3702 μmol). The resulting mixture was stirred overnight and was then concentrated and then purified by silica gel chromatography (0 to 10% EtOAc/hexanes) to provide T13. Starting materials: N1(CCCCC1)C1=C(C=CC(=C1)N1CCSCC1)NC(=O)C=1OC(=CC1)C#N (5-Cyano-furan-2-carboxylic acid (2-piperidin-1-yl-4-thiomorpholin-4-yl-phenyl)-amide), I(=O)(=O)(=O)[O-].[Na+] (sodium periodate), I(=O)(=O)(=O)[O-].[Na+] (sodium periodate), I(=O)(=O)(=O)[O-].[Na+] (sodium periodate). The solvent is CO.CC#N (MeOH MeCN), O (water). Conditions: time 1.5 hour. Product: O=S1CCN(CC1)C1=CC(=C(C=C1)NC(=O)C=1OC(=CC1)C#N)N1CCCCC1 (5-Cyano-furan-2-carboxylic acid [4-(1-oxo-1λ4-thiomorpholin-4-yl)-2-piperidin-1-yl-phenyl]-amide). Isolated yield 50.5%. RXN SMILES: [N:1]1([C:7]2[CH:12]=[C:11]([N:13]3[CH2:18][CH2:17][S:16][CH2:15][CH2:14]3)[CH:10]=[CH:9][C:8]=2[NH:19][C:20]([C:22]2[O:23][C:24]([C:27]#[N:28])=[CH:25][CH:26]=2)=[O:21])[CH2:6][CH2:5][CH2:4][CH2:3][CH2:2]1.I([O-])(=O)(=O)=[O:30].[Na+]>CO.CC#N.O>[O:30]=[S:16]1[CH2:15][CH2:14][N:13]([C:11]2[CH:10]=[CH:9][C:8]([NH:19][C:20]([C:22]3[O:23][C:24]([C:27]#[N:28])=[CH:25][CH:26]=3)=[O:21])=[C:7]([N:1]3[CH2:2][CH2:3][CH2:4][CH2:5][CH2:6]3)[CH:12]=2)[CH2:18][CH2:17]1 |f:1.2,3.4|. Reported procedure: To a solution of 25.3 mg (0.0638 mmol) 5-cyano-furan-2-carboxylic acid (2-piperidin-1-yl-4-thiomorpholin-4-yl-phenyl)-amide (as prepared in Example 6, step (b)) in 2 mL of MeOH-MeCN (1:1) was added 15.0 mg (0.0702 mmol) of sodium periodate in 0.20 mL of water. After stirring for 1.5 h, an additional 4.1 mg (0.019 mmol) of sodium periodate was added. After stirring for 1.5 h, a final 9.5 mg (0.11 mmol) of sodium periodate was added and the mixture stirred for 24 h. The mixture was concentrated to...